Dataset: the Open Reaction Database (ORD), a public repository of structured organic reaction records. Task: describe an organic reaction: reactants, conditions, products, and yield The reactants are C(CCC)N(C1=CC(=C(C=C1)C=CC1=CC(CC(C1)(C)C)=CC=O)OC)CCCC ([3-[2-(4-dibutylamino-2-methoxyphenyl)vinyl]-5,5-dimethyl-2-cyclohexenylidene]acetaldehyde), C(#N)C=1C(OC(C1C)(C(F)(F)F)C)=C(C#N)C#N (2-(3-cyano-4,5-dimethyl-5-trifluoromethyl-2(5H)-furanylidene)propanedinitrile). Run in C(C)O (ethanol). Conditions: temperature 50 celsius. Yields the product C(CCC)N(C1=CC(=C(C=C1)C=CC1=CC(CC(C1)(C)C)=CC=CC1=C(C(OC1(C(F)(F)F)C)=C(C#N)C#N)C#N)OC)CCCC (2-[4-[3-[3-[2-(4-dibutylamino-2-methoxyphenyl)vinyl]-5,5-dimethyl-2-cyclohexenylidene]-1-propenyl]-3-cyano-5-methyl-5-trifluoromethyl-2(5H)-furanylidene]propanedinitrile). The yield is 70.9%. Reaction SMILES: [CH2:1]([N:5]([CH2:27][CH2:28][CH2:29][CH3:30])[C:6]1[CH:11]=[CH:10][C:9]([CH:12]=[CH:13][C:14]2[CH2:19][C:18]([CH3:21])([CH3:20])[CH2:17][C:16](=[CH:22][CH:23]=O)[CH:15]=2)=[C:8]([O:25][CH3:26])[CH:7]=1)[CH2:2][CH2:3][CH3:4].[C:31]([C:33]1[C:34](=[C:44]([C:47]#[N:48])[C:45]#[N:46])[O:35][C:36]([CH3:43])([C:39]([F:42])([F:41])[F:40])[C:37]=1[CH3:38])#[N:32]>C(O)C>[CH2:27]([N:5]([CH2:1][CH2:2][CH2:3][CH3:4])[C:6]1[CH:11]=[CH:10][C:9]([CH:12]=[CH:13][C:14]2[CH2:19][C:18]([CH3:20])([CH3:21])[CH2:17][C:16](=[CH:22][CH:23]=[CH:38][C:37]3[C:36]([CH3:43])([C:39]([F:42])([F:40])[F:41])[O:35][C:34](=[C:44]([C:45]#[N:46])[C:47]#[N:48])[C:33]=3[C:31]#[N:32])[CH:15]=2)=[C:8]([O:25][CH3:26])[CH:7]=1)[CH2:28][CH2:29][CH3:30]. Procedure details: In 6 ml of ethanol were dissolved 200 mg (0.49 mmol) of [3-[2-(4-dibutylamino-2-methoxyphenyl)vinyl]-5,5-dimethyl-2-cyclohexenylidene]acetaldehyde and 136 mg (0.54 mmol) of 2-(3-cyano-4,5-dimethyl-5-trifluoromethyl-2(5H)-furanylidene)propanedinitrile. After the mixture was stirred with heating at 50° C. for 3.5 hours, the solvent was evaporated off. The residue was purified by silica gel column chromatography to give 224 mg of a dark brown crystal (yield: 71.2%; mp: 196-201° C.) The reactants are S1C=C(C=C1)C1=C(C=O)C=CC=C1 (2-(3-Thienyl)benzaldehyde), C(CC(=O)C)(=O)OC (methyl acetoacetate), N\C(=C/C(=O)OC)\C (methyl 3-aminocrotonate). Reagents/catalysts: [OH-].[NH4+] (ammonium hydroxide). Solvent: CO (methanol). Yields the product CC=1NC(=C(C(C1C(=O)OC)C1=C(C=CC=C1)C1=CSC=C1)C(=O)OC)C (Dimethyl 2,6-dimethyl-4-[2-(3-thienyl)phenyl]-1,4-dihydropyridine-3,5-dicarboxylate). RXN SMILES: [S:1]1[CH:5]=[CH:4][C:3]([C:6]2[CH:13]=[CH:12][CH:11]=[CH:10][C:7]=2[CH:8]=O)=[CH:2]1.[C:14]([O:20][CH3:21])(=[O:19])[CH2:15][C:16]([CH3:18])=O.[NH2:22]/[C:23](/[CH3:29])=[CH:24]\[C:25]([O:27][CH3:28])=[O:26]>CO.[OH-].[NH4+]>[CH3:18][C:16]1[NH:22][C:23]([CH3:29])=[C:24]([C:25]([O:27][CH3:28])=[O:26])[CH:8]([C:7]2[CH:10]=[CH:11][CH:12]=[CH:13][C:6]=2[C:3]2[CH:4]=[CH:5][S:1][CH:2]=2)[C:15]=1[C:14]([O:20][CH3:21])=[O:19] |f:4.5|. Procedure: To a solution of crude Compound 2c (10.6 mmol) in methanol (10 mL) was added methyl acetoacetate (10.6 mmol), methyl 3-aminocrotonate (10.6 mmol) and concentrated ammonium hydroxide (1 drop). The reaction mixture was heated at reflux under nitrogen for 4 days. The solvent was removed in vacuo and the residue purified by flash chromatography on silica gel eluted with diethyl ether:hexane (2:1) and trituration with diethyl ether:hexane (1:2) to yield Compound 2d as a pale yellow solid (m.p. 164°-1... As a reaction SMILES: [Br:1][c:2]1[cH:3][c:4]([C:9]([F:10])([F:11])[F:12])[c:5]([NH2:6])[cH:7][cH:8]1.[ClH:22].[N:13]([O-:14])=[O:15].[Na+:16].[OH2:17].[OH2:18].[OH2:23].[Sn:19]([Cl:20])[Cl:21]>>[Br:1][c:2]1[cH:3][c:4]([C:9]([F:10])([F:11])[F:12])[c:5]([NH:6][NH2:13])[cH:7][cH:8]1. The product is NNc1ccc(Br)cc1C(F)(F)F. The reactants are Nc1ccc(Br)cc1C(F)(F)F, Cl, O=N[O-], [Na+], O, O, O, Cl[Sn]Cl. The reactants are FC1=CC=C(C=C1)C(C1CCN(CC1)CCCN)NC1=CC=C(C=C1)F (4-[(4-Fluorophenyl)[(4-fluorophenyl)amino]methyl]-1-piperidinepropanamine), C1(=CC=CC=C1)N=C=O (phenyl isocyanate). Product: FC1=CC=C(C=C1)C(C1CCN(CC1)CCCNC(=O)NC1=CC=CC=C1)NC1=CC=C(C=C1)F (N-[3-[4-[(4-Fluorophenyl)[(4-fluorophenyl)amino]methyl]-1-piperidinyl]propyl]-N'-phenylurea). As a reaction SMILES: [F:1][C:2]1[CH:7]=[CH:6][C:5]([CH:8]([NH:19][C:20]2[CH:25]=[CH:24][C:23]([F:26])=[CH:22][CH:21]=2)[CH:9]2[CH2:14][CH2:13][N:12]([CH2:15][CH2:16][CH2:17][NH2:18])[CH2:11][CH2:10]2)=[CH:4][CH:3]=1.[C:27]1([N:33]=[C:34]=[O:35])[CH:32]=[CH:31][CH:30]=[CH:29][CH:28]=1>>[F:1][C:2]1[CH:3]=[CH:4][C:5]([CH:8]([NH:19][C:20]2[CH:21]=[CH:22][C:23]([F:26])=[CH:24][CH:25]=2)[CH:9]2[CH2:14][CH2:13][N:12]([CH2:15][CH2:16][CH2:17][NH:18][C:34]([NH:33][C:27]3[CH:32]=[CH:31][CH:30]=[CH:29][CH:28]=3)=[O:35])[CH2:11][CH2:10]2)=[CH:6][CH:7]=1. Procedure details: The compound of Example 59 is reacted with phenyl isocyanate in an aprotic solvent to obtain the title compound. Starting materials: BrB(Br)Br, COc1cc2c(=O)c(Cc3cncc(C)c3)cn3c4cc(Br)ccc4c(c1)c23, ClCCl, [Na+], O, O=C([O-])O. The product is Cc1cncc(Cc2cn3c4cc(Br)ccc4c4cc(O)cc(c2=O)c43)c1. Reaction SMILES: [B:29]([Br:30])([Br:31])[Br:32].[Br:1][c:2]1[cH:3][c:4]2[n:5]3[c:6]4[c:7]([cH:8][c:9]([O:15][CH3:16])[cH:10][c:11]4[c:12]2[cH:13][cH:14]1)[c:17](=[O:28])[c:18]([CH2:20][c:21]1[cH:22][n:23][cH:24][c:25]([CH3:27])[cH:26]1)[cH:19]3.[CH2:39]([Cl:40])[Cl:41].[Na+:34].[OH2:33].[OH:35][C:36](=[O:37])[O-:38]>>[Br:1][c:2]1[cH:3][c:4]2[n:5]3[c:6]4[c:7]([cH:8][c:9]([OH:15])[cH:10][c:11]4[c:12]2[cH:13][cH:14]1)[c:17](=[O:28])[c:18]([CH2:20][c:21]1[cH:22][n:23][cH:24][c:25]([CH3:27])[cH:26]1)[cH:19]3. The reactants are ClC1=CC=C2C(=CC=NC2=C1)NC1=CC=C(C(=O)N2CCNCC2)C=C1 (4-[4-[[7-chloro-4-quinolinyl]amino]benzoyl]piperazine), BrC1=C(C=CC=C1)N=C=O (o-bromophenyl isocyanate). Yields the product BrC1=C(C=CC=C1)NC(=O)N1CCN(CC1)C(C1=CC=C(C=C1)NC1=CC=NC2=CC(=CC=C12)Cl)=O (1-[[(2-bromophenyl)amino]carbonyl]-4-[4-[[7-chloro-4-quinolinyl]amino]benzoyl]piperazine). RXN SMILES: [Cl:1][C:2]1[CH:11]=[C:10]2[C:5]([C:6]([NH:12][C:13]3[CH:26]=[CH:25][C:16]([C:17]([N:19]4[CH2:24][CH2:23][NH:22][CH2:21][CH2:20]4)=[O:18])=[CH:15][CH:14]=3)=[CH:7][CH:8]=[N:9]2)=[CH:4][CH:3]=1.[Br:27][C:28]1[CH:33]=[CH:32][CH:31]=[CH:30][C:29]=1[N:34]=[C:35]=[O:36]>>[Br:27][C:28]1[CH:33]=[CH:32][CH:31]=[CH:30][C:29]=1[NH:34][C:35]([N:22]1[CH2:21][CH2:20][N:19]([C:17](=[O:18])[C:16]2[CH:25]=[CH:26][C:13]([NH:12][C:6]3[C:5]4[C:10](=[CH:11][C:2]([Cl:1])=[CH:3][CH:4]=4)[N:9]=[CH:8][CH:7]=3)=[CH:14][CH:15]=2)[CH2:24][CH2:23]1)=[O:36]. Reported procedure: In the manner given in Example 23, 4-[4-[[7-chloro-4-quinolinyl]amino]benzoyl]piperazine is reacted with o-bromophenyl isocyanate to give 1-[[(2-bromophenyl)amino]carbonyl]-4-[4-[[7-chloro-4-quinolinyl]amino]benzoyl]piperazine.